Dataset: the Open Reaction Database (ORD), a public repository of structured organic reaction records. Task: describe an organic reaction: reactants, conditions, products, and yield Reactants: CC(=O)O, O=c1c2ccccc2ccn2cc(SC(F)(F)F)cc12, OO. Product: O=c1c2ccccc2ccn2cc(S(=O)C(F)(F)F)cc12. Reaction SMILES: [CH3:23][C:24](=[O:25])[OH:26].[F:1][C:2]([S:3][c:4]1[cH:5][c:6]2[c:7](=[O:18])[c:8]3[c:9]([cH:10][cH:11][n:12]2[cH:13]1)[cH:14][cH:15][cH:16][cH:17]3)([F:19])[F:20].[OH:21][OH:22]>>[F:1][C:2]([S:3]([c:4]1[cH:5][c:6]2[c:7](=[O:18])[c:8]3[c:9]([cH:10][cH:11][n:12]2[cH:13]1)[cH:14][cH:15][cH:16][cH:17]3)=[O:21])([F:19])[F:20]. The reactants are ClC=1C(=C(C=CC1)N1C(C2=CC=CC=C2C1(O)C1=CC(=C(C=C1)N)N)=O)F (2-(3-chloro-2-fluorophenyl)-3-(3,4-diaminophenyl)-3-hydroxy-2,3-dihydro-1H-isoindol-1-one), C(=O)(N1C=NC=C1)N1C=NC=C1 (1,1′-carbonyldiimidazole). Solvent: O1CCCC1 (tetrahydrofuran). Run at time 2 hour. Product: ClC=1C(=C(C=CC1)N1C(C2=CC=CC=C2C1=O)(O)C1=CC2=C(NC(N2)=O)C=C1)F (5-[2-(3-chloro-2-fluorophenyl)-1-hydroxy-3-oxo-2,3-dihydro-1H-isoindol-1-yl]-1,3-dihydro-2H-benzimidazol-2-one). The yield is 31.9%. Reaction SMILES: [Cl:1][C:2]1[C:3]([F:27])=[C:4]([N:8]2[C:16]([C:18]3[CH:23]=[CH:22][C:21]([NH2:24])=[C:20]([NH2:25])[CH:19]=3)([OH:17])[C:15]3[C:10](=[CH:11][CH:12]=[CH:13][CH:14]=3)[C:9]2=[O:26])[CH:5]=[CH:6][CH:7]=1.[C:28](N1C=CN=C1)(N1C=CN=C1)=[O:29]>O1CCCC1>[Cl:1][C:2]1[C:3]([F:27])=[C:4]([N:8]2[C:9](=[O:26])[C:10]3[C:15](=[CH:14][CH:13]=[CH:12][CH:11]=3)[C:16]2([C:18]2[CH:23]=[CH:22][C:21]3[NH:24][C:28](=[O:29])[NH:25][C:20]=3[CH:19]=2)[OH:17])[CH:5]=[CH:6][CH:7]=1. Reported procedure: To a solution of 2-(3-chloro-2-fluorophenyl)-3-(3,4-diaminophenyl)-3-hydroxy-2,3-dihydro-1H-isoindol-1-one (100 mg, 0.26 mmol) in tetrahydrofuran (3 mL) was added 1,1′-carbonyldiimidazole (63 mg, 0.39 mmol) at room temperature. The reaction mixture was stirred for 2 h, at which time the solvent was evaporated. The residue was purified by reverse phase HPLC to afford 5-[2-(3-chloro-2-fluorophenyl)-1-hydroxy-3-oxo-2,3-dihydro-1H-isoindol-1-yl]-1,3-dihydro-2H-benzimidazol-2-one (34 mg). 1H NMR (400...